From a dataset of the Open Reaction Database (ORD), a public repository of structured organic reaction records. describe an organic reaction: reactants, conditions, products, and yield Starting materials: OCCBr, O=C(O)C=Cc1ccccc1, CCC(C)=O, [Cl-], Cl, c1ccncc1. Yields the product O=C(C=Cc1ccccc1)OCCBr. Reaction SMILES: [Br:13][CH2:14][CH2:15][OH:16].[C:2]([CH:3]=[CH:4][c:5]1[cH:6][cH:7][cH:8][cH:9][cH:10]1)(=[O:11])[OH:12].[CH2:24]([C:25]([CH3:26])=[O:27])[CH3:28].[Cl-:1].[ClH:17].[n:18]1[cH:19][cH:20][cH:21][cH:22][cH:23]1>>[C:2]([CH:3]=[CH:4][c:5]1[cH:6][cH:7][cH:8][cH:9][cH:10]1)(=[O:11])[O:12][CH2:15][CH2:14][Br:13]. The reactants are O=C([O-])[O-], CC(=O)OC(C)=O, [K+], [K+], NCc1cccc(-c2csc(N=C(N)N)n2)n1, c1ccncc1. As a reaction SMILES: [C:25](=[O:26])([O-:27])[O-:28].[CH3:1][C:2]([O:3][C:5]([CH3:6])=[O:7])=[O:4].[K+:29].[K+:30].[NH2:8][CH2:9][c:10]1[cH:11][cH:12][cH:13][c:14](-[c:16]2[n:17][c:18]([N:21]=[C:22]([NH2:23])[NH2:24])[s:19][cH:20]2)[n:15]1.[cH:31]1[cH:32][cH:33][n:34][cH:35][cH:36]1>>[C:5]([CH3:6])(=[O:7])[NH:8][CH2:9][c:10]1[cH:11][cH:12][cH:13][c:14](-[c:16]2[n:17][c:18]([N:21]=[C:22]([NH2:23])[NH2:24])[s:19][cH:20]2)[n:15]1. Yields the product CC(=O)NCc1cccc(-c2csc(N=C(N)N)n2)n1.